Dataset: the Open Reaction Database (ORD), a public repository of structured organic reaction records. Task: describe an organic reaction: reactants, conditions, products, and yield Starting materials: [Si](C)(C)(C(C)(C)C)O[C@@H]1C=2C(=C(C(=NC2CC(C1)(C)C)C(C)OC)C(C1=CC=C(C=C1)C(F)(F)F)=O)C1CCN(CC1)C(=O)OCC1=CC=CC=C1 (Benzyl 4-((5S)-5-(tert-butyldimethylsilyloxy)-2-(1-methoxyethyl)-7,7-dimethyl-3-(4-(trifluoromethyl)benzoyl)-5,6,7,8-tetrahydroquinolin-4-yl)piperidine-1-carboxylate), [BH4-].[Na+] (sodiumborohydride), Example VI ( 69 ), [BH4-].[Na+] (sodiumborohydride). Solvent: C(C)O (ethanol). Run at temperature 70 celsius, time 2 hour. Yields the product [Si](C)(C)(C(C)(C)C)O[C@@H]1C=2C(=C(C(=NC2CC(C1)(C)C)C(C)OC)C(C1=CC=C(C=C1)C(F)(F)F)O)C1CCN(CC1)C(=O)OCC1=CC=CC=C1 (Benzyl 4-((5S)-5-(tert-butyldimethylsilyloxy)-3-(hydroxy(4-(trifluoromethyl)phenyl)methyl)-2-(1-methoxyethyl)-7,7-dimethyl-5,6,7,8-tetrahydroquinolin-4-yl)piperidine-1-carboxylate). As a reaction SMILES: [Si:1]([O:8][C@H:9]1[CH2:18][C:17]([CH3:20])([CH3:19])[CH2:16][C:15]2[N:14]=[C:13]([CH:21]([O:23][CH3:24])[CH3:22])[C:12]([C:25](=[O:36])[C:26]3[CH:31]=[CH:30][C:29]([C:32]([F:35])([F:34])[F:33])=[CH:28][CH:27]=3)=[C:11]([CH:37]3[CH2:42][CH2:41][N:40]([C:43]([O:45][CH2:46][C:47]4[CH:52]=[CH:51][CH:50]=[CH:49][CH:48]=4)=[O:44])[CH2:39][CH2:38]3)[C:10]1=2)([C:4]([CH3:7])([CH3:6])[CH3:5])([CH3:3])[CH3:2].[BH4-].[Na+]>C(O)C>[Si:1]([O:8][C@H:9]1[CH2:18][C:17]([CH3:20])([CH3:19])[CH2:16][C:15]2[N:14]=[C:13]([CH:21]([O:23][CH3:24])[CH3:22])[C:12]([CH:25]([OH:36])[C:26]3[CH:27]=[CH:28][C:29]([C:32]([F:35])([F:33])[F:34])=[CH:30][CH:31]=3)=[C:11]([CH:37]3[CH2:42][CH2:41][N:40]([C:43]([O:45][CH2:46][C:47]4[CH:48]=[CH:49][CH:50]=[CH:51][CH:52]=4)=[O:44])[CH2:39][CH2:38]3)[C:10]1=2)([C:4]([CH3:5])([CH3:6])[CH3:7])([CH3:2])[CH3:3] |f:1.2|. Procedure details: 959 mg (6) Benzyl 4-((5S)-5-(tert-butyldimethylsilyloxy)-2-(1-methoxyethyl)-7,7-dimethyl-3-(4-(trifluoromethyl)benzoyl)-5,6,7,8-tetrahydroquinolin-4-yl)piperidine-1-carboxylate (Example VI (69) are dissolved in 15 ml ethanol. To the mixture 441 mg of sodiumborohydride is added. The reaction is stirred for 2 hours at 70° C. Then 8 equivalents of sodiumborohydride are added and the reaction is stirred over night at 70° C. The solvent is evaporated under vacuum. Water, ethylacetate and 1M hydrochlo... The reactants are [H-].[Na+] (sodium hydride), BrCCCCCCC (1-bromoheptane), [H-].[Na+] (NaH), N1C(CCCCC1)=O (azacycloheptan-2-one). Yields the product C(CCCCCC)N1C(CCCCC1)=O (1-n-Heptylazacycloheptan-2-one). Isolated yield 89.7%. Reaction SMILES: [H-].[Na+].[NH:3]1[CH2:9][CH2:8][CH2:7][CH2:6][CH2:5][C:4]1=[O:10].Br[CH2:12][CH2:13][CH2:14][CH2:15][CH2:16][CH2:17][CH3:18]>>[CH2:12]([N:3]1[CH2:9][CH2:8][CH2:7][CH2:6][CH2:5][C:4]1=[O:10])[CH2:13][CH2:14][CH2:15][CH2:16][CH2:17][CH3:18] |f:0.1|. Reported procedure: Following example 10, 10.2 g of 50% sodium hydride-mineral oil dispersion (5.1 g of NaH, 0.2125 M), 20 g (0.177 M) of azacycloheptan-2-one and 35.8 g (0.2 M) of 1-bromoheptane on 18 hr. reflux gave 33.5 g (90%) of colorless product; b.p. 155°-158°/0.5 mm.